From a dataset of the Open Reaction Database (ORD), a public repository of structured organic reaction records. describe an organic reaction: reactants, conditions, products, and yield RXN SMILES: [C:1]1([C:7]([O:9][Si](C)(C)C)=[CH2:8])[CH:6]=[CH:5][CH:4]=[CH:3][CH:2]=1.[F:14][C:15]([F:31])([F:30])[C:16]1[CH:17]=[C:18]([S:22][CH:23]([C:27](O)=[O:28])[C:24](O)=[O:25])[CH:19]=[CH:20][CH:21]=1>>[OH:28][C:27]1[CH:8]=[C:7]([C:1]2[CH:6]=[CH:5][CH:4]=[CH:3][CH:2]=2)[O:9][C:24](=[O:25])[C:23]=1[S:22][C:18]1[CH:19]=[CH:20][CH:21]=[C:16]([C:15]([F:31])([F:14])[F:30])[CH:17]=1. Procedure details: The title compound was prepared by Method A using 1-phenyl-1-(trimethylsilyloxy)ethylene (1.72 g, 8.92 mmol) and diethyl ester of [[3-(trifluoromethyl)phenyl]thio]propanedioic acid (1.5 g, 4.46 mmol). m.p. 228-229° C.; 1H NMR (400 MHz, DMSO-d6) δ6.89 (s, 1H), 7.4-7.61 (m, 7H), 7.89 (m, 2H). Product: OC1=C(C(OC(=C1)C1=CC=CC=C1)=O)SC1=CC(=CC=C1)C(F)(F)F (4-Hydroxy-6-phenyl-3-[(3-trifluoromethylphenyl)thio]-2H-pyran-2-one). The reactants are C1(=CC=CC=C1)C(=C)O[Si](C)(C)C (1-phenyl-1-(trimethylsilyloxy)ethylene), diethyl ester, FC(C=1C=C(C=CC1)SC(C(=O)O)C(=O)O)(F)F ([[3-(trifluoromethyl)phenyl]thio]propanedioic acid). The reactants are C(C1=CC=CC=C1)(C1=CC=CC=C1)(C1=CC=CC=C1)OCCOCCOCCOCCOCCO (2-(2-{2-[2-(2-trityloxy-ethoxy)-ethoxy]-ethoxy}-ethoxy)ethanol), C(CCC)P(CCCC)CCCC (tributylphosphine), C(C)(C)(C)[Si](OC=1C=C(C=C(C1)O[Si](C)(C)C(C)(C)C)O)(C)C (3,5-bis-(tert-butyl-dimethyl-silanyloxy)-phenol), N(=NC(=O)N(C)C)C(=O)N(C)C (1,1′-azobis(N,N-dimethylformamide)). Solvent: C1(=CC=CC=C1)C (toluene), C(C)(=O)OCC (Ethyl acetate), C1(=CC=CC=C1)C (toluene). Run at time 1 hour. Product: C(C)(C)(C)[Si](OC1=CC(=CC(=C1)OCCOCCOCCOCCOCCOC(C1=CC=CC=C1)(C1=CC=CC=C1)C1=CC=CC=C1)O[Si](C)(C)C(C)(C)C)(C)C (1,3-bis-(tert-butyl-dimethyl-silanyloxy)-5-[2-(2-{2-[2-(2-trityloxy-ethoxy)-ethoxy]-ethoxy}-ethoxy)-ethoxy]-benzene), oil. Yield: 39.0%. As a reaction SMILES: [C:1]([O:20][CH2:21][CH2:22][O:23][CH2:24][CH2:25][O:26][CH2:27][CH2:28][O:29][CH2:30][CH2:31][O:32][CH2:33][CH2:34][OH:35])([C:14]1[CH:19]=[CH:18][CH:17]=[CH:16][CH:15]=1)([C:8]1[CH:13]=[CH:12][CH:11]=[CH:10][CH:9]=1)[C:2]1[CH:7]=[CH:6][CH:5]=[CH:4][CH:3]=1.C(P(CCCC)CCCC)CCC.[C:49]([Si:53]([CH3:71])([CH3:70])[O:54][C:55]1[CH:56]=[C:57](O)[CH:58]=[C:59]([O:61][Si:62]([C:65]([CH3:68])([CH3:67])[CH3:66])([CH3:64])[CH3:63])[CH:60]=1)([CH3:52])([CH3:51])[CH3:50].N(C(N(C)C)=O)=NC(N(C)C)=O>C1(C)C=CC=CC=1.C(OCC)(=O)C>[C:65]([Si:62]([CH3:64])([CH3:63])[O:61][C:59]1[CH:58]=[C:57]([O:35][CH2:34][CH2:33][O:32][CH2:31][CH2:30][O:29][CH2:28][CH2:27][O:26][CH2:25][CH2:24][O:23][CH2:22][CH2:21][O:20][C:1]([C:2]2[CH:7]=[CH:6][CH:5]=[CH:4][CH:3]=2)([C:8]2[CH:13]=[CH:12][CH:11]=[CH:10][CH:9]=2)[C:14]2[CH:15]=[CH:16][CH:17]=[CH:18][CH:19]=2)[CH:56]=[C:55]([O:54][Si:53]([C:49]([CH3:52])([CH3:51])[CH3:50])([CH3:71])[CH3:70])[CH:60]=1)([CH3:68])([CH3:67])[CH3:66]. Procedure: To a solution of Compound 2 (4.3 g, 8.9 mmol) in toluene (20 ml), tributylphosphine (2.35 g, 8.92 mmol) was added at room temperature; this was followed by stirring for 1 hour. This was gradually added to a solution of Compound 43 (3.3 g, 11.6 mmol) and 1,1′-azobis(N,N-dimethylformamide) (2.0 g, 11.6 mmol) in toluene (20 ml), and this was followed by overnight stirring at room temperature. Ethyl acetate (100 ml) was added; the resulting insoluble matter was removed by Celite filtration and washe... Reactants: CCOC(=O)COc1ccc(N(C)C(=O)OC(C)(C)C)cc1C(F)(F)F, COC(=O)COc1ccc(N(C)C(=O)OC(C)(C)C)cc1C(F)(F)F, O=C(O)C(F)(F)F. The product is CCOC(=O)COc1ccc(NC)cc1C(F)(F)F. As a reaction SMILES: [CH2:1]([CH3:2])[O:3][C:4]([CH2:5][O:6][c:7]1[c:8]([C:22]([F:23])([F:24])[F:25])[cH:9][c:10]([N:13]([CH3:14])[C:15]([O:16][C:17]([CH3:18])([CH3:19])[CH3:20])=[O:21])[cH:11][cH:12]1)=[O:26].[CH3:27][O:28][C:29](=[O:30])[CH2:31][O:32][c:33]1[cH:34][cH:35][c:36]([N:37]([C:38]([O:39][C:40]([CH3:41])([CH3:42])[CH3:43])=[O:44])[CH3:45])[cH:46][c:47]1[C:48]([F:49])([F:50])[F:51].[F:52][C:53]([F:54])([F:55])[C:56]([OH:57])=[O:58]>>[CH2:1]([CH3:2])[O:3][C:4]([CH2:5][O:6][c:7]1[c:8]([C:22]([F:23])([F:24])[F:25])[cH:9][c:10]([NH:13][CH3:14])[cH:11][cH:12]1)=[O:26].